Task: describe an organic reaction: reactants, conditions, products, and yield. Dataset: the Open Reaction Database (ORD), a public repository of structured organic reaction records Reactants: BrC=1N=C(N(C1C)C1=CC(=CC=C1)C(F)(F)F)OCC (4-bromo-2-ethoxy-5-methyl-1-[3-(trifluoromethyl)phenyl]-1H-imidazole), C(CCC)[Sn](C1=CC=NN1C1=CC=C(C#N)C=C1)(CCCC)CCCC (4-(5-tributylstannyl-pyrazol-1-yl)-benzonitrile). As a reaction SMILES: Br[C:2]1[N:3]=[C:4]([O:18][CH2:19][CH3:20])[N:5]([C:8]2[CH:13]=[CH:12][CH:11]=[C:10]([C:14]([F:17])([F:16])[F:15])[CH:9]=2)[C:6]=1[CH3:7].C([Sn](CCCC)(CCCC)[C:26]1[N:30]([C:31]2[CH:38]=[CH:37][C:34]([C:35]#[N:36])=[CH:33][CH:32]=2)[N:29]=[CH:28][CH:27]=1)CCC>O1CCOCC1.C1C=CC(P(C2C=CC=CC=2)C2C=CC=CC=2)=CC=1.C1C=CC(P(C2C=CC=CC=2)C2C=CC=CC=2)=CC=1.C1C=CC(P(C2C=CC=CC=2)C2C=CC=CC=2)=CC=1.C1C=CC(P(C2C=CC=CC=2)C2C=CC=CC=2)=CC=1.[Pd]>[CH2:19]([O:18][C:4]1[N:5]([C:8]2[CH:13]=[CH:12][CH:11]=[C:10]([C:14]([F:17])([F:16])[F:15])[CH:9]=2)[C:6]([CH3:7])=[C:2]([C:26]2[N:30]([C:31]3[CH:38]=[CH:37][C:34]([C:35]#[N:36])=[CH:33][CH:32]=3)[N:29]=[CH:28][CH:27]=2)[N:3]=1)[CH3:20] |f:3.4.5.6.7|. The reagents and catalysts are C1=CC=C(C=C1)P(C2=CC=CC=C2)C3=CC=CC=C3.C1=CC=C(C=C1)P(C2=CC=CC=C2)C3=CC=CC=C3.C1=CC=C(C=C1)P(C2=CC=CC=C2)C3=CC=CC=C3.C1=CC=C(C=C1)P(C2=CC=CC=C2)C3=CC=CC=C3.[Pd] (Tetrakis(triphenylphosphine)palladium(O)). Procedure: A solution of 4-bromo-2-ethoxy-5-methyl-1-[3-(trifluoromethyl)phenyl]-1H-imidazole (3.14 g, 9 mmol) and 4-(5-tributylstannyl-pyrazol-1-yl)-benzonitrile (see WO2014009425A1, which is incorporated herein by reference in its entierty) (6.19 g, 13.5 mmol) in 1,4-dioxane (45 mL) was degassed by bubbling argon through the solution for 5 minutes. Tetrakis(triphenylphosphine)palladium(O) (0.52 g, 0.45 mmol) was added and after a further period of degassing the mixture was heated at 94° C. under an argon... Yields the product C(C)OC=1N(C(=C(N1)C1=CC=NN1C1=CC=C(C#N)C=C1)C)C1=CC(=CC=C1)C(F)(F)F (4-(5-{2-Ethoxy-5-methyl-1-[3-(trifluoromethyl)phenyl]-1H-imidazol-4-yl}-1H-pyrazol-1-yl)benzonitrile). Run in O1CCOCC1 (1,4-dioxane). Conditions: temperature 94 celsius.